Dataset: the Open Reaction Database (ORD), a public repository of structured organic reaction records. Task: describe an organic reaction: reactants, conditions, products, and yield The reactants are NC1=C(C=NN1C1=CC=C(C=C1)F)C(=O)OCC (ethyl 5-amino-1-(4-fluorophenyl)-1H-pyrazole-4-carboxylate), [OH-].[Li+] (lithium hydroxide). The solvent is C(C)O (ethanol), O (water). The product is NC1=C(C=NN1C1=CC=C(C=C1)F)C(=O)O (5-Amino-1-(4-fluorophenyl)-1H-pyrazole-4-carboxylic acid). The yield is 95.7%. Reaction SMILES: [NH2:1][C:2]1[N:6]([C:7]2[CH:12]=[CH:11][C:10]([F:13])=[CH:9][CH:8]=2)[N:5]=[CH:4][C:3]=1[C:14]([O:16]CC)=[O:15].[OH-].[Li+]>C(O)C.O>[NH2:1][C:2]1[N:6]([C:7]2[CH:8]=[CH:9][C:10]([F:13])=[CH:11][CH:12]=2)[N:5]=[CH:4][C:3]=1[C:14]([OH:16])=[O:15] |f:1.2|. Reported procedure: To a suspension of ethyl 5-amino-1-(4-fluorophenyl)-1H-pyrazole-4-carboxylate (12.1 g, 48.5 mmol) in ethanol (250 ml) was added a solution of lithium hydroxide (5.8 g, 242 mmol) in water (100 ml). The mixture was stirred at reflux for 2.5 hours. It was allowed to cool and concentrated to 50% of its volume before 5M hydrochloric acid (47 ml) was added. After stirring for 15 minutes, the resulting white solid was filtered off and further 5M hydrochloric acid (3 ml) was added to the filtrate and th... Reactants: C(C)(CC)C1=CC=C(C=C1)N1C(=NC2=CC=CC=C2C1=O)C=1C=NC(=CC1)Cl (3-(4-sec-butylphenyl)-2-(6-chloropyridin-3-yl)quinazolin-4(3H)-one), CB1OB(OB(O1)C)C (trimethyboroxine), C(=O)([O-])[O-].[K+].[K+] (K2CO3). Reagents/catalysts: C=1C=CC(=CC1)[P](C=2C=CC=CC2)(C=3C=CC=CC3)[Pd]([P](C=4C=CC=CC4)(C=5C=CC=CC5)C=6C=CC=CC6)([P](C=7C=CC=CC7)(C=8C=CC=CC8)C=9C=CC=CC9)[P](C=1C=CC=CC1)(C=1C=CC=CC1)C=1C=CC=CC1 (Pd(PPh3)4). The solvent is O1CCOCC1 (dioxane). Product: C(C)(CC)C1=CC=C(C=C1)N1C(=NC2=CC=CC=C2C1=O)C=1C=NC(=CC1)C (3-(4-sec-butylphenyl)-2-(6-methylpyridin-3-yl)quinazolin-4(3H)-one). The yield is 59.3%. RXN SMILES: [CH:1]([C:5]1[CH:10]=[CH:9][C:8]([N:11]2[C:20](=[O:21])[C:19]3[C:14](=[CH:15][CH:16]=[CH:17][CH:18]=3)[N:13]=[C:12]2[C:22]2[CH:23]=[N:24][C:25](Cl)=[CH:26][CH:27]=2)=[CH:7][CH:6]=1)([CH2:3][CH3:4])[CH3:2].[CH3:29]B1OB(C)OB(C)O1.C([O-])([O-])=O.[K+].[K+]>O1CCOCC1.C1C=CC([P]([Pd]([P](C2C=CC=CC=2)(C2C=CC=CC=2)C2C=CC=CC=2)([P](C2C=CC=CC=2)(C2C=CC=CC=2)C2C=CC=CC=2)[P](C2C=CC=CC=2)(C2C=CC=CC=2)C2C=CC=CC=2)(C2C=CC=CC=2)C2C=CC=CC=2)=CC=1>[CH:1]([C:5]1[CH:10]=[CH:9][C:8]([N:11]2[C:20](=[O:21])[C:19]3[C:14](=[CH:15][CH:16]=[CH:17][CH:18]=3)[N:13]=[C:12]2[C:22]2[CH:23]=[N:24][C:25]([CH3:29])=[CH:26][CH:27]=2)=[CH:7][CH:6]=1)([CH2:3][CH3:4])[CH3:2] |f:2.3.4,^1:53,55,74,93|. Reported procedure: 3-(4-sec-butylphenyl)-2-(6-chloropyridin-3-yl)quinazolin-4(3H)-one (0.345 g, 0.89 mmol), trimethyboroxine (0.124 mL, 0.89 mmol), Pd(PPh3)4 (0.102 g, 0.09 mmol), and K2CO3 (0.368 g, 2.67 mmol) were combined in dioxane (10 mL) and heated at reflux under nitrogen for 5 hours. The reaction mixture was cooled to room temperature, filtered through Celite®, with THF washings, concentrated, and purified by flash chromatography on silica gel, eluting with 50% ethyl acetate/heptane to 100% ethyl acetate, ...